This data is from the Open Reaction Database (ORD), a public repository of structured organic reaction records. The task is: describe an organic reaction: reactants, conditions, products, and yield The reactants are O=C([O-])[O-], CN(C)C=O, ClCc1ccc2ccccc2n1, [K+], [K+], Oc1cccc2[nH]ccc12. Product: c1ccc2nc(COc3cccc4[nH]ccc34)ccc2c1. Reaction SMILES: [C:23](=[O:24])([O-:25])[O-:26].[CH3:29][N:30]([CH3:31])[CH:32]=[O:33].[Cl:11][CH2:12][c:13]1[n:14][c:15]2[cH:16][cH:17][cH:18][cH:19][c:20]2[cH:21][cH:22]1.[K+:27].[K+:28].[OH:1][c:2]1[c:3]2[cH:4][cH:5][nH:6][c:7]2[cH:8][cH:9][cH:10]1>>[O:1]([c:2]1[c:3]2[cH:4][cH:5][nH:6][c:7]2[cH:8][cH:9][cH:10]1)[CH2:12][c:13]1[n:14][c:15]2[cH:16][cH:17][cH:18][cH:19][c:20]2[cH:21][cH:22]1. Product: ClC1=CC=C(C=C1)C(Cl)(Cl)Cl (4-chlorotrichloromethylbenzene). The yield is 83.9%. Procedure details: p-Chlorotoluene (1.17 g, 0.0092 mole) and dichlorine monoxide (2.40 g, 0.028 mole) in carbon tetrachloride (35 ml) were mixed and stored in a stoppered bottle at room temperature for 5 days. The initial reaction ws exothermic. The product was dried (MgSO4) and the solvent removed on a rotary evaporator to give 4-chlorotrichloromethylbenzene as a pale yellow oil (2.00 g, purity by HPLC 88.78%; yield 83.9%), containing a small amount of dichlorotrichloromethylbenzene. Reaction conditions: time 5 day. As a reaction SMILES: [Cl:1][C:2]1[CH:7]=[CH:6][C:5](C)=[CH:4][CH:3]=1.O(Cl)Cl.[C:12]([Cl:16])(Cl)([Cl:14])[Cl:13]>>[Cl:1][C:2]1[CH:7]=[CH:6][C:5]([C:12]([Cl:16])([Cl:14])[Cl:13])=[CH:4][CH:3]=1. Reactants: ClC1=CC=C(C=C1)C (p-Chlorotoluene), O(Cl)Cl (dichlorine monoxide), C(Cl)(Cl)(Cl)Cl (carbon tetrachloride). Reactants: NO (hydroxylamine), [Si](C1=CC=CC=C1)(C1=CC=CC=C1)(C(C)(C)C)Cl (tert-butyldiphenylsilyl chloride), C(C)(C)N(C(C)C)CC (N,N-diisopropylethylamine), Cl.CNO (N-methyl hydroxylamine hydrochloride). Run in ClCCl (dichloromethane), O (water). Yields the product CN(O)[Si](C1=CC=CC=C1)(C1=CC=CC=C1)C(C)(C)C (N-Methyl,N-(tert-butyldiphenylsilyl)hydroxylamine). Reaction SMILES: NO.[Si:3](Cl)([C:16]([CH3:19])([CH3:18])[CH3:17])([C:10]1[CH:15]=[CH:14][CH:13]=[CH:12][CH:11]=1)[C:4]1[CH:9]=[CH:8][CH:7]=[CH:6][CH:5]=1.C(N(CC)C(C)C)(C)C.Cl.[CH3:31][NH:32][OH:33]>ClCCl.O>[CH3:31][N:32]([Si:3]([C:16]([CH3:19])([CH3:18])[CH3:17])([C:10]1[CH:15]=[CH:14][CH:13]=[CH:12][CH:11]=1)[C:4]1[CH:9]=[CH:8][CH:7]=[CH:6][CH:5]=1)[OH:33] |f:3.4|. Procedure details: One possible synthetic scheme for hydroxylamine derivatives involves adding tert-butyldiphenylsilyl chloride and N,N-diisopropylethylamine to a suspension of N-methyl hydroxylamine hydrochloride in dry dichloromethane. The reaction mixture was stirred followed by the addition of water. The two layers were separated and the aqueous layer was extracted with methylene chloride. The organic solutions were then combined, dried with magnesium sulfate, filtered, and concentrated to dryness under reduce... Starting materials: ClC1=C(C=CC=C1Cl)CS(=O)(=O)C=1C=C2/C(/C(NC2=CC1)=O)=C/C1=C(C(=C(N1)C)C(=O)O)C (5-[5-(2,3-Dichloro-phenylmethanesulfonyl)-2-oxo-1,2-dihydro-indol-(3Z)-ylidenemethyl]-2,4-dimethyl-1H-pyrrole-3-carboxylic acid), CCN=C=NCCCN(C)C.Cl (EDAC.HCl), TEA, CN1CCNCC1 (1-methyl-piperazine), C=1C=CC2=C(C1)N=NN2O (HOBt). The product is ClC1=C(C=CC=C1Cl)CS(=O)(=O)C=1C=C2/C(/C(NC2=CC1)=O)=C/C=1NC(=C(C1C)C(=O)N1CCN(CC1)C)C (5-(2,3-Dichloro-phenylmethanesulfonyl)-3-[1-[3,5-dimethyl-4-(4-methyl-piperazine-1-carbonyl)-1H-pyrrol-2-yl]-meth-(Z)-ylidene]-1,3-dihydro-indol-2-one). Reaction SMILES: [Cl:1][C:2]1[C:7]([Cl:8])=[CH:6][CH:5]=[CH:4][C:3]=1[CH2:9][S:10]([C:13]1[CH:14]=[C:15]2[C:19](=[CH:20][CH:21]=1)[NH:18][C:17](=[O:22])/[C:16]/2=[CH:23]\[C:24]1[NH:28][C:27]([CH3:29])=[C:26]([C:30](O)=[O:31])[C:25]=1[CH3:33])(=[O:12])=[O:11].[CH3:34][N:35]1[CH2:40][CH2:39][NH:38][CH2:37][CH2:36]1.C1C=CC2N(O)N=NC=2C=1.CCN=C=NCCCN(C)C.Cl>>[Cl:1][C:2]1[C:7]([Cl:8])=[CH:6][CH:5]=[CH:4][C:3]=1[CH2:9][S:10]([C:13]1[CH:14]=[C:15]2[C:19](=[CH:20][CH:21]=1)[NH:18][C:17](=[O:22])/[C:16]/2=[CH:23]\[C:24]1[NH:28][C:27]([CH3:29])=[C:26]([C:30]([N:38]2[CH2:39][CH2:40][N:35]([CH3:34])[CH2:36][CH2:37]2)=[O:31])[C:25]=1[CH3:33])(=[O:12])=[O:11] |f:3.4|. Reported procedure: 5-[5-(2,3-Dichloro-phenylmethanesulfonyl)-2-oxo-1,2-dihydro-indol-(3Z)-ylidenemethyl]-2,4-dimethyl-1H-pyrrole-3-carboxylic acid (100 mg, 0.2 mmol), was coupled with 1-methyl-piperazine (31 mg, 1.2 eq.) using HOBt (1.2 eq.), EDAC.HCl (1.2 eq.) and TEA (3 eq.) to give the titled compound. Reactants: BrC=1N=C2N(C3=C(NC4=C2C=CC=C4)N=CC=C3)C1C1=CC=C(C=C1)C1(CCC1)NC(OC(C)(C)C)=O (tert-butyl {1-[4-(2-bromo-9H-imidazo[1,2-d]pyrido[2,3-b][1,4]benzodiazepin-3-yl)phenyl]cyclobutyl}carbamate), CC1(OB(OC1(C)C)C=1C=CC(=NC1)N)C (5-(4,4,5,5-tetramethyl-1,3,2-dioxaborolan-2-yl)pyridin-2-amine), [O-]P(=O)([O-])[O-].[K+].[K+].[K+] (K3PO4). Reagents/catalysts: CC(C)(C)P(C1=CC=C(C=C1)N(C)C)C(C)(C)C.CC(C)(C)P(C1=CC=C(C=C1)N(C)C)C(C)(C)C.Cl[Pd]Cl (bis(di-tert-butyl(4-dimethylaminophenyl)phosphine)dichloropalladium(II)). Run in CN(C)C=O.O (DMF water), CCOC(=O)C (EtOAc). Reaction conditions: temperature 160 celsius. The product is NC1(CCC1)C1=CC=C(C=C1)C1=C(N=C2N1C1=C(NC3=C2C=CC=C3)N=CC=C1)C=1C=CC(=NC1)N (5-{3-[4-(1-aminocyclobutyl)phenyl]-9H-imidazo[1,2-d]pyrido[2,3-b][1,4]benzodiazepin-2-yl}pyridin-2-amine). The yield is 56.6%. RXN SMILES: Br[C:2]1[N:3]=[C:4]2[C:10]3[CH:11]=[CH:12][CH:13]=[CH:14][C:9]=3[NH:8][C:7]3[N:15]=[CH:16][CH:17]=[CH:18][C:6]=3[N:5]2[C:19]=1[C:20]1[CH:25]=[CH:24][C:23]([C:26]2([NH:30]C(=O)OC(C)(C)C)[CH2:29][CH2:28][CH2:27]2)=[CH:22][CH:21]=1.CC1(C)C(C)(C)OB([C:46]2[CH:47]=[CH:48][C:49]([NH2:52])=[N:50][CH:51]=2)O1.[O-]P([O-])([O-])=O.[K+].[K+].[K+]>CN(C=O)C.O.CCOC(C)=O.CC(P(C(C)(C)C)C1C=CC(N(C)C)=CC=1)(C)C.CC(P(C(C)(C)C)C1C=CC(N(C)C)=CC=1)(C)C.Cl[Pd]Cl>[NH2:30][C:26]1([C:23]2[CH:24]=[CH:25][C:20]([C:19]3[N:5]4[C:6]5[CH:18]=[CH:17][CH:16]=[N:15][C:7]=5[NH:8][C:9]5[CH:14]=[CH:13][CH:12]=[CH:11][C:10]=5[C:4]4=[N:3][C:2]=3[C:46]3[CH:47]=[CH:48][C:49]([NH2:52])=[N:50][CH:51]=3)=[CH:21][CH:22]=2)[CH2:29][CH2:28][CH2:27]1 |f:2.3.4.5,6.7,9.10.11|. Procedure details: A mixture of tert-butyl {1-[4-(2-bromo-9H-imidazo[1,2-d]pyrido[2,3-b][1,4]benzodiazepin-3-yl)phenyl]cyclobutyl}carbamate (50 mg, 0.09 mmol), 5-(4,4,5,5-tetramethyl-1,3,2-dioxaborolan-2-yl)pyridin-2-amine (39 mg, 0.18 mmol), bis(di-tert-butyl(4-dimethylaminophenyl)phosphine)dichloropalladium(II) (6.3 mg, 0.01 mmol) and K3PO4 (72 mg, 0.27 mmol) in DMF/water (0.9 mL, 6:1, v/v) was heated at 160° C. under microwave irradiation for 1 hour. After cooling to room temperature, the mixture was diluted wi... Reactants: O.[OH-].[Li+] (lithium hydroxide monohydrate), solution, O1CCCC1 (tetrahydrofuran), C=1(C(=CC=CC1)C(=O)CN1C(C(CN(C2=C1C=C(C=C2)C)C(C)=O)NC(=O)NC2=CC(=CC=C2)C(=O)OCC)=O)C (1-[1-(2-Toluoylmethyl)-2-oxo-5-acetyl-8-methyl-1,3,4,5-tetrahydro-2H-1,5-benzodiazepin-3-yl]-3-(3-ethoxycarbonylphenyl)urea). Solvent: CO (methanol). Product: C=1(C(=CC=CC1)C(=O)CN1C(C(CN(C2=C1C=C(C=C2)C)C(C)=O)NC(NC=2C=C(C(=O)O)C=CC2)=O)=O)C (3-[3-[1-(2-toluoylmethyl)-2-oxo-5-acetyl-8-methyl-1,3,4,5-tetrahydro-2H-1,5-benzodiazepin-3-yl]ureido]benzoic acid). The yield is 58.2%. As a reaction SMILES: [C:1]1([CH3:41])[C:2]([C:7]([CH2:9][N:10]2[C:16]3[CH:17]=[C:18]([CH3:21])[CH:19]=[CH:20][C:15]=3[N:14]([C:22](=[O:24])[CH3:23])[CH2:13][CH:12]([NH:25][C:26]([NH:28][C:29]3[CH:34]=[CH:33][CH:32]=[C:31]([C:35]([O:37]CC)=[O:36])[CH:30]=3)=[O:27])[C:11]2=[O:40])=[O:8])=[CH:3][CH:4]=[CH:5][CH:6]=1.O.[OH-].[Li+].O1CCCC1>CO>[C:1]1([CH3:41])[C:2]([C:7]([CH2:9][N:10]2[C:16]3[CH:17]=[C:18]([CH3:21])[CH:19]=[CH:20][C:15]=3[N:14]([C:22](=[O:24])[CH3:23])[CH2:13][CH:12]([NH:25][C:26](=[O:27])[NH:28][C:29]3[CH:30]=[C:31]([CH:32]=[CH:33][CH:34]=3)[C:35]([OH:37])=[O:36])[C:11]2=[O:40])=[O:8])=[CH:3][CH:4]=[CH:5][CH:6]=1 |f:1.2.3|. Reported procedure: 1-[1-(2-Toluoylmethyl)-2-oxo-5-acetyl-8-methyl-1,3,4,5-tetrahydro-2H-1,5-benzodiazepin-3-yl]-3-(3-ethoxycarbonylphenyl)urea (670 mg) was dissolved in methanol (32 ml), aqueous lithium hydroxide monohydrate (253 mg) solution (16 ml) and tetrahydrofuran (16 ml) were added, and the mixture was refluxed for 45 minutes, the reaction mixture was concentrated under reduced pressure, the residue was dissolved in water (150 ml), the solution was washed with diethyl ether, acidified with 1N hydrochloric a... The reactants are BrC1=CC=C(C=C1)C(CC(=O)C=1C=NC(=CC1)OC)C1CCC1 (3-(4-bromo-phenyl)-3-cyclobutyl-1-(6-methoxy-pyridin-3-yl)-propan-1-one), Cl (HCl). Solvent: O1CCOCC1 (1,4-dioxane). The product is BrC1=CC=C(C=C1)C(CC(=O)C=1C=CC(NC1)=O)C1CCC1 (5-[3-(4-bromo-phenyl)-3-cyclobutyl-propionyl]-1H-pyridin-2-one). Reaction SMILES: [Br:1][C:2]1[CH:7]=[CH:6][C:5]([CH:8]([CH:20]2[CH2:23][CH2:22][CH2:21]2)[CH2:9][C:10]([C:12]2[CH:13]=[N:14][C:15]([O:18]C)=[CH:16][CH:17]=2)=[O:11])=[CH:4][CH:3]=1.Cl>O1CCOCC1>[Br:1][C:2]1[CH:3]=[CH:4][C:5]([CH:8]([CH:20]2[CH2:23][CH2:22][CH2:21]2)[CH2:9][C:10]([C:12]2[CH:17]=[CH:16][C:15](=[O:18])[NH:14][CH:13]=2)=[O:11])=[CH:6][CH:7]=1. Procedure: In analogy to example 162, step 2, 3-(4-bromo-phenyl)-3-cyclobutyl-1-(6-methoxy-pyridin-3-yl)-propan-1-one was reacted with concentrated aqueous HCl in 1,4-dioxane to give 5-[3-(4-bromo-phenyl)-3-cyclobutyl-propionyl]-1H-pyridin-2-one as a light yellow oil, which was directly subjected to the next step. Reactants: C(C)(C)C=1C(OC[C@H](N1)C1=CC=CC=C1)=O ((5R)-3-isopropyl-5-phenyl-5,6-dihydro-2H-1,4-oxazin-2-one). Reagents/catalysts: O=[Pt]=O (PtO2). Solvent: ClCCl (dichloromethane). Run at time 5 hour. Product: C(C)(C)[C@H]1C(OC[C@H](N1)C1=CC=CC=C1)=O ((3S,5R)-3-Isopropyl-5-phenyl-3,4,5,6-tetrahydro-2H-1,4-oxazin-2-one), solid. Yield: 64.0%. As a reaction SMILES: [CH:1]([C:4]1[C:5](=[O:16])[O:6][CH2:7][C@@H:8]([C:10]2[CH:15]=[CH:14][CH:13]=[CH:12][CH:11]=2)[N:9]=1)([CH3:3])[CH3:2]>ClCCl.O=[Pt]=O>[CH:1]([C@@H:4]1[NH:9][C@H:8]([C:10]2[CH:11]=[CH:12][CH:13]=[CH:14][CH:15]=2)[CH2:7][O:6][C:5]1=[O:16])([CH3:3])[CH3:2]. Procedure: To a solution of (5R)-3-isopropyl-5-phenyl-5,6-dihydro-2H-1,4-oxazin-2-one (38) (1.03 g, 4.74 mmol, 1.0 equiv.) in anhydrous dichloromethane (50 mL) under an atmosphere of nitrogen was added PtO2 (103 mg, 0.1 equiv.). The mixture was consecutively degassed and purged three times with hydrogen and then stirred for 5 hours under an atmosphere of hydrogen. Filtration through a short pad of CELITE® diatomaceous earth and removal of solvent from the filtrate in vacuo yielded the crude product which w... Reactants: C(=O)(OCC)[C@H](CCC1=CC=CC=C1)N[C@@H](C)C(=O)O (N-[1(S)-carboethoxy-3-phenylpropyl]-(S)-alanine), C1(=CC=C(C=C1)S(=O)(=O)[O-])C (para-toluene sulfonate), benzyl ester, C1N[C@@H](CC2=CC=CC=C12)C(=O)O ((S)-1,2,3,4-Tetrahydroisoquinoline-3-carboxylic acid). The product is benzyl ester, C1NC(CC2=CC=CC=C12)C(=O)O (1,2,3,4-tetrahydro-3-isoquinoline carboxylic acid). Reaction SMILES: C([C@@H](N[C@H](C(O)=O)C)CCC1C=CC=CC=1)(OCC)=O.C1(C)C=CC(S([O-])(=O)=O)=CC=1.[CH2:32]1[C:41]2[C:36](=[CH:37][CH:38]=[CH:39][CH:40]=2)[CH2:35][C@@H:34]([C:42]([OH:44])=[O:43])[NH:33]1>>[CH2:32]1[C:41]2[C:36](=[CH:37][CH:38]=[CH:39][CH:40]=2)[CH2:35][CH:34]([C:42]([OH:44])=[O:43])[NH:33]1. Reported procedure: The first step of Method-I consists of condensation of N-[1(S)-carboethoxy-3-phenylpropyl]-(S)-alanine (III) with the para-toluene sulfonate salt of the benzyl ester of (S)-1,2,3,4-Tetrahydroisoquinoline-3-carboxylic acid (IV) to give the benzyl ester of (S, S, S)-2-{2-{(1-ethoxycarbonyl)-3-phenylpropyl)amino]-1-oxopropyl]-1,2,3,4-tetrahydro-3-isoquinoline carboxylic acid or quinapril benzyl ester which is isolated as the maleic acid salt (V). Procedure details: To a solution of methyl 2-O-methyl-3-O-octadecyl-5-O-trityl-β-D-xylofuranoside (3.2 g) in dry methylene chloride (32 ml) was added trifluoroacetic acid (3.2 ml) in one portion at ambient temperature. After stirring for 1.5 hours at the same temperature, the yellow solution was washed with water, aqueous sodium bicarbonate and water succesively, dried, and evaporated under reduced pressure. The residue was triturated in n-hexane to remove triphenylcarbinol by filtration. The filtrate was evaporat... The yield is 59.1%. Conditions: time 1.5 hour. Reactants: CO[C@H]1[C@H](OC)O[C@@H]([C@@H]1OCCCCCCCCCCCCCCCCCC)COC(C1=CC=CC=C1)(C1=CC=CC=C1)C1=CC=CC=C1 (methyl 2-O-methyl-3-O-octadecyl-5-O-trityl-β-D-xylofuranoside), FC(C(=O)O)(F)F (trifluoroacetic acid). The product is CO[C@H]1[C@H](OC)O[C@@H]([C@@H]1OCCCCCCCCCCCCCCCCCC)CO (methyl 2-O-methyl-3-O-octadecyl-β-D-xylofuranoside). Run in C(Cl)Cl (methylene chloride). As a reaction SMILES: [CH3:1][O:2][C@@H:3]1[C@@H:9]([O:10][CH2:11][CH2:12][CH2:13][CH2:14][CH2:15][CH2:16][CH2:17][CH2:18][CH2:19][CH2:20][CH2:21][CH2:22][CH2:23][CH2:24][CH2:25][CH2:26][CH2:27][CH3:28])[C@@H:8]([CH2:29][O:30]C(C2C=CC=CC=2)(C2C=CC=CC=2)C2C=CC=CC=2)[O:7][C@H:4]1[O:5][CH3:6].FC(F)(F)C(O)=O>C(Cl)Cl>[CH3:1][O:2][C@@H:3]1[C@@H:9]([O:10][CH2:11][CH2:12][CH2:13][CH2:14][CH2:15][CH2:16][CH2:17][CH2:18][CH2:19][CH2:20][CH2:21][CH2:22][CH2:23][CH2:24][CH2:25][CH2:26][CH2:27][CH3:28])[C@@H:8]([CH2:29][OH:30])[O:7][C@H:4]1[O:5][CH3:6].